describe an organic reaction: reactants, conditions, products, and yield From a dataset of the Open Reaction Database (ORD), a public repository of structured organic reaction records. Starting materials: C1CCOC1, CC(C)CC(c1ccc2c(cnn2-c2ccc(F)cc2)c1)C(C)(C)C(=O)F, N, O. The product is CC(C)CC(c1ccc2c(cnn2-c2ccc(F)cc2)c1)C(C)(C)C(N)=O. As a reaction SMILES: [CH2:30]1[O:31][CH2:32][CH2:33][CH2:34]1.[F:1][c:2]1[cH:3][cH:4][c:5](-[n:8]2[n:9][cH:10][c:11]3[cH:12][c:13]([CH:17]([C:18]([C:19](=[O:20])[F:21])([CH3:22])[CH3:23])[CH2:24][CH:25]([CH3:26])[CH3:27])[cH:14][cH:15][c:16]23)[cH:6][cH:7]1.[NH3:28].[OH2:29]>>[F:1][c:2]1[cH:3][cH:4][c:5](-[n:8]2[n:9][cH:10][c:11]3[cH:12][c:13]([CH:17]([C:18]([C:19](=[O:20])[NH2:28])([CH3:22])[CH3:23])[CH2:24][CH:25]([CH3:26])[CH3:27])[cH:14][cH:15][c:16]23)[cH:6][cH:7]1. Reported procedure: To a microwave reactor tube was added 2-bromo-isonicotinic acid methyl ester (150 mg, 0.69 mmol), 1,3,5-trimethyl-4-(4,4,5,5-tetramethyl-[1,3,2]dioxaborolan-2-yl)-1H-pyrazole (197 mg, 0.83 mmol) and Pd2(PtBu3)2(14 mg, 0.028 mmol) and 1,4-dioxane (2 mL). The mixture was degassed and then 2M aqueous K3PO4 (0.46 mL, 1.4 mmol) was added. The mixture was heated in a microwave reactor at 80° C. for 1 hour. The cooled mixture was partitioned between CHCl3 and water. The organic layer was isolated and t... Solvent: O1CCOCC1 (1,4-dioxane). The product is COC(C1=C(C=NC=C1)C=1C(=NN(C1C)C)C)=O (1,3,5-trimethyl-1H-pyrazol-4-yl-isonicotinic acid methyl ester). Isolated yield 40.2%. Starting materials: [O-]P(=O)([O-])[O-].[K+].[K+].[K+] (K3PO4), COC(C1=CC(=NC=C1)Br)=O (2-bromo-isonicotinic acid methyl ester), CN1N=C(C(=C1C)B1OC(C(O1)(C)C)(C)C)C (1,3,5-trimethyl-4-(4,4,5,5-tetramethyl-[1,3,2]dioxaborolan-2-yl)-1H-pyrazole), Pd2(PtBu3)2. RXN SMILES: [CH3:1][O:2][C:3](=[O:11])[C:4]1[CH:9]=[CH:8][N:7]=[C:6](Br)[CH:5]=1.[CH3:12][N:13]1[C:17]([CH3:18])=[C:16](B2OC(C)(C)C(C)(C)O2)[C:15]([CH3:28])=[N:14]1.[O-]P([O-])([O-])=O.[K+].[K+].[K+]>O1CCOCC1>[CH3:1][O:2][C:3](=[O:11])[C:4]1[CH:9]=[CH:8][N:7]=[CH:6][C:5]=1[C:16]1[C:15]([CH3:28])=[N:14][N:13]([CH3:12])[C:17]=1[CH3:18] |f:2.3.4.5|. Reaction conditions: temperature 80 celsius. Reactants: N (ammonia), COC(C=1C(C(=O)OC)=CC(=C(C1)NC1=CC=C(C=C1)OC)NC1=CC=C(C=C1)OC)=O (4,5-bis(4-methoxyanilino)phthalic acid dimethyl ester), [Cl-].[Na+] (sodium chloride). The solvent is C(CO)O (ethyleneglycol). Conditions: time 18 hour. Yields the product COC1=CC=C(NC=2C=C3C(C(=O)NC3=O)=CC2NC2=CC=C(C=C2)OC)C=C1 (4,5-Bis(4-methoxyanilino)phthalimide). Reaction SMILES: C[O:2][C:3](=O)[C:4]1[C:5](=[CH:10][C:11]([NH:23][C:24]2[CH:29]=[CH:28][C:27]([O:30][CH3:31])=[CH:26][CH:25]=2)=[C:12]([NH:14][C:15]2[CH:20]=[CH:19][C:18]([O:21][CH3:22])=[CH:17][CH:16]=2)[CH:13]=1)[C:6]([O:8]C)=O.[NH3:33].[Cl-].[Na+]>C(O)CO>[CH3:22][O:21][C:18]1[CH:17]=[CH:16][C:15]([NH:14][C:12]2[CH:13]=[C:4]3[C:3](=[O:2])[NH:33][C:6](=[O:8])[C:5]3=[CH:10][C:11]=2[NH:23][C:24]2[CH:25]=[CH:26][C:27]([O:30][CH3:31])=[CH:28][CH:29]=2)=[CH:20][CH:19]=1 |f:2.3|. Procedure: Analogously to Example 1, 393 mg (0.9 mmol) of 4,5-bis(4-methoxyanilino)phthalic acid dimethyl ester in 25 ml of ethyleneglycol are heated at 120°, ammonia gas being passed through the mixture, with stirring, for 18 hours. The reaction mixture is cooled, saturated with sodium chloride and extracted with ethyl acetate. The ethylacetate phases are washed in succession three times with water and once with saturated sodium chloride solution, dried with sodium sulfate and concentrated by evaporation.... Starting materials: C(C1=CC=CC=C1)OCOCC[C@@H](C(=O)OC)O[Si](C)(C)C(C)(C)C (methyl (S)-4-(benzyloxymethoxy)-2-(tert-butyldimethylsiloxy)butanoate), [OH-].[Na+] (sodium hydroxide). Solvent: C(C)#N (acetonitrile). Reaction conditions: time 5.5 hour. The product is C(C1=CC=CC=C1)OCOCC[C@@H](C(=O)O)O[Si](C)(C)C(C)(C)C ((S)-4-(benzyloxymethoxy)-2-(tert-butyldimethylsiloxy)butanoic acid). Yield: 84.6%. Reaction SMILES: [CH2:1]([O:8][CH2:9][O:10][CH2:11][CH2:12][C@H:13]([O:18][Si:19]([C:22]([CH3:25])([CH3:24])[CH3:23])([CH3:21])[CH3:20])[C:14]([O:16]C)=[O:15])[C:2]1[CH:7]=[CH:6][CH:5]=[CH:4][CH:3]=1.[OH-].[Na+]>C(#N)C>[CH2:1]([O:8][CH2:9][O:10][CH2:11][CH2:12][C@H:13]([O:18][Si:19]([C:22]([CH3:25])([CH3:24])[CH3:23])([CH3:21])[CH3:20])[C:14]([OH:16])=[O:15])[C:2]1[CH:3]=[CH:4][CH:5]=[CH:6][CH:7]=1 |f:1.2|. Procedure details: (Step 3) To methyl (S)-4-(benzyloxymethoxy)-2-(tert-butyldimethylsiloxy)butanoate (190 mg, 0.52 mmol) obtained in Step 2, acetonitrile (10 mL) and an aqueous sodium hydroxide solution (0.5 mol/L, 5.2 mL, 2.58 mmol) were added, and the resulting mixture, was stirred at room temperature for 5.5 hours. To the reaction mixture, Dowex 50 (registered trademark) (Muromachi Technos, 50WX8, 50-100 mesh, H+ form) was added thereto to neutralize the mixture, and the insoluble matter was removed by filtrati... Reactants: ClC1=NC(=NC(=C1CCC(=O)OCC)Cl)\C=C\C1=CC=CC=C1 (Ethyl 3-{4,6-dichloro-2-[(E)-2-phenylethenyl]-5-pyrimidinyl}propanoate), solution, [H-].[Al+3].[Li+].[H-].[H-].[H-] (lithium aluminium hydride). Solvent: C1CCOC1 (THF), C1CCOC1 (THF). Reaction conditions: temperature 0 celsius, time 1 hour. Product: ClC1=NC(=NC(=C1CCCO)Cl)\C=C\C1=CC=CC=C1 (3-{4,6-dichloro-2-[(E)-2-phenylethenyl]-5-pyrimidinyl}-1-propanol). The yield is 85.5%. As a reaction SMILES: [Cl:1][C:2]1[C:7]([CH2:8][CH2:9][C:10](OCC)=[O:11])=[C:6]([Cl:15])[N:5]=[C:4](/[CH:16]=[CH:17]/[C:18]2[CH:23]=[CH:22][CH:21]=[CH:20][CH:19]=2)[N:3]=1.[H-].[Al+3].[Li+].[H-].[H-].[H-]>C1COCC1>[Cl:15][C:6]1[C:7]([CH2:8][CH2:9][CH2:10][OH:11])=[C:2]([Cl:1])[N:3]=[C:4](/[CH:16]=[CH:17]/[C:18]2[CH:23]=[CH:22][CH:21]=[CH:20][CH:19]=2)[N:5]=1 |f:1.2.3.4.5.6|. Procedure: To Ethyl 3-{4,6-dichloro-2-[(E)-2-phenylethenyl]-5-pyrimidinyl}propanoate (0.35 g, 1.04 mmol) in THF (10 mL) at −78° C. was added a 1N solution of lithium aluminium hydride in THF (2.0 mL, 2.0 mmol). The reaction was allowed to stir under nitrogen for 1 h and allowed to warm to 0° C. After 2 h at 0° C. the reaction was quenched by addition of 5 mL of methanol and 2 mL of water. The reaction was concentrated under vacuum and the residue was partitioned between EtOAc and brine. The aqueous layer w... Reactants: [Br-], CCCCCl, CC[N+](CC)(CC)CC, [Na+], N#CCc1cccc(Oc2ccccc2)c1, [OH-], O. Yields the product CCCCC(C#N)c1cccc(Oc2ccccc2)c1. RXN SMILES: [Br-:24].[CH2:17]([CH2:18][CH2:19][CH3:20])[Cl:21].[CH2:25]([N+:26]([CH2:27][CH3:28])([CH2:29][CH3:30])[CH2:31][CH3:32])[CH3:33].[Na+:23].[O:1]([c:2]1[cH:3][cH:4][cH:5][cH:6][cH:7]1)[c:8]1[cH:9][c:10]([CH2:11][C:12]#[N:13])[cH:14][cH:15][cH:16]1.[OH-:22].[OH2:34]>>[O:1]([c:2]1[cH:3][cH:4][cH:5][cH:6][cH:7]1)[c:8]1[cH:9][c:10]([CH:11]([C:12]#[N:13])[CH2:17][CH2:18][CH2:19][CH3:20])[cH:14][cH:15][cH:16]1. The reactants are [N+](=O)([O-])C1=NN(N=C1)CC1=CC=C(O1)C(C)O (1-[5-(4-nitro-[1,2,3]triazol-2-ylmethyl)-furan-2-yl]-ethanol), N#N (N2). Reagents/catalysts: O=[Mn]=O (MnO2). Run in C(=O)(C)C#N (AcCN). Run at time 2 day. Yields the product [N+](=O)([O-])C1=NN(N=C1)CC1=CC=C(O1)C(C)=O (1-[5-(4-Nitro-[1,2,3]triazol-2-ylmethyl)-furan-2-yl]-ethanone). Reaction SMILES: N#N.[N+:3]([C:6]1[CH:10]=[N:9][N:8]([CH2:11][C:12]2[O:16][C:15]([CH:17]([OH:19])[CH3:18])=[CH:14][CH:13]=2)[N:7]=1)([O-:5])=[O:4]>C(C#N)(C)=O.O=[Mn]=O>[N+:3]([C:6]1[CH:10]=[N:9][N:8]([CH2:11][C:12]2[O:16][C:15]([C:17](=[O:19])[CH3:18])=[CH:14][CH:13]=2)[N:7]=1)([O-:5])=[O:4]. Procedure: In a flame dried round-bottomed flask equipped with a magnetic stir bar and under inert atmosphere (N2), a solution of 1-[5-(4-nitro-[1,2,3]triazol-2-ylmethyl)-furan-2-yl]-ethanol (98 mg, 0.41 mmol) in AcCN (4.0 mL) was treated at rt with MnO2 (238 mg, 2.47 mmol) and the reaction mixture was stirred for 2 days at rt before being filtered though Celite. The solvent was removed under reduced pressure to give the title compound as a white solid. LC-MS-conditions 02: tR=0.86 min. The reactants are CCO, ClCCl, Cl, [Na+], [OH-], COC(=O)c1cc(OCCCN2CCN(c3cccc4sccc34)CC2)n(C)n1. The product is Cn1nc(C(=O)O)cc1OCCCN1CCN(c2cccc3sccc23)CC1. As a reaction SMILES: [CH3:3][CH2:4][OH:5].[Cl:36][CH2:37][Cl:38].[ClH:35].[Na+:2].[OH-:1].[s:6]1[c:7]2[c:8]([cH:9][cH:10]1)[c:11]([N:15]1[CH2:16][CH2:17][N:18]([CH2:21][CH2:22][CH2:23][O:24][c:25]3[cH:26][c:27]([C:31](=[O:32])[O:33][CH3:34])[n:28][n:29]3[CH3:30])[CH2:19][CH2:20]1)[cH:12][cH:13][cH:14]2>>[s:6]1[c:7]2[c:8]([cH:9][cH:10]1)[c:11]([N:15]1[CH2:16][CH2:17][N:18]([CH2:21][CH2:22][CH2:23][O:24][c:25]3[cH:26][c:27]([C:31](=[O:32])[OH:33])[n:28][n:29]3[CH3:30])[CH2:19][CH2:20]1)[cH:12][cH:13][cH:14]2. Reactants: [OH-].[Na+] (sodium hydroxide), S(=O)(=O)(O)O.C(N)(=N)N1CCN(CC1)CC1=CC=CC=C1 (1-amidino-4-benzylpiperazine sulfate), C(C)OC=C(C(=O)OCC)C(=O)OCC (diethyl ethoxymethylenemalonate). Run in C(C)O (ethanol). Product: C(C1=CC=CC=C1)N1CCN(CC1)C1=NC=C(C(=N1)O)C(=O)OCC (Ethyl 2-(4-benzylpiperazino)-4-hydroxypyrimidine-5-carboxylate). Isolated yield 64.0%. As a reaction SMILES: [OH-].[Na+].S(O)(O)(=O)=O.[C:8]([N:11]1[CH2:16][CH2:15][N:14]([CH2:17][C:18]2[CH:23]=[CH:22][CH:21]=[CH:20][CH:19]=2)[CH2:13][CH2:12]1)(=[NH:10])[NH2:9].C([O:26][CH:27]=[C:28]([C:34](OCC)=O)[C:29]([O:31][CH2:32][CH3:33])=[O:30])C>C(O)C>[CH2:17]([N:14]1[CH2:15][CH2:16][N:11]([C:8]2[N:9]=[C:27]([OH:26])[C:28]([C:29]([O:31][CH2:32][CH3:33])=[O:30])=[CH:34][N:10]=2)[CH2:12][CH2:13]1)[C:18]1[CH:23]=[CH:22][CH:21]=[CH:20][CH:19]=1 |f:0.1,2.3|. Procedure details: An ethanol solution of 25.2 g of sodium hydroxide was added with 160 g (0.60 mol) of 1-amidino-4-benzylpiperazine sulfate, followed by a dropwise addition of 129.4 g (0.60 mol) of diethyl ethoxymethylenemalonate over 20 minutes. After being refluxed for 5.5 hours, the reaction mixture was cooled and the precipitated crystals were collected by filtration. The thus-obtained crystals were washed with water and then dried, thereby obtaining 131.4 g of the above-identified compound (yield: 64%). Reactants: substituted aryl, ester, [Li]CCCC (n-BuLi), hydroxy aryl bromide, O1C(CCCC1)OC1OCCCC1 (tetrahydropyranyl ether), S(=O)(=O)(O)C1=CC=C(C)C=C1.S(=O)(=O)(O)C1=CC=C(C)C=C1.C1(CCCCC1)=O (cyclohexanone bis-tosylate). Yields the product S(=O)(=O)(O)C1=CC=C(C)C=C1.S(=O)(=O)(O)C1=CC=C(C)C=C1.C1(CCCCC1)O (cyclohexanol bis-tosylate). Reaction SMILES: O1CCCCC1OC1CCCCO1.[Li]CCCC.[S:19]([C:23]1[CH:29]=[CH:28][C:26]([CH3:27])=[CH:25][CH:24]=1)([OH:22])(=[O:21])=[O:20].[S:30]([C:34]1[CH:40]=[CH:39][C:37]([CH3:38])=[CH:36][CH:35]=1)([OH:33])(=[O:32])=[O:31].[C:41]1(=[O:47])[CH2:46][CH2:45][CH2:44][CH2:43][CH2:42]1>>[S:19]([C:23]1[CH:29]=[CH:28][C:26]([CH3:27])=[CH:25][CH:24]=1)([OH:22])(=[O:21])=[O:20].[S:30]([C:34]1[CH:40]=[CH:39][C:37]([CH3:38])=[CH:36][CH:35]=1)([OH:33])(=[O:32])=[O:31].[CH:41]1([OH:47])[CH2:46][CH2:45][CH2:44][CH2:43][CH2:42]1 |f:2.3.4,5.6.7|. Procedure details: Scheme 5 shows the synthesis of more highly substituted aryl analogs 19. A suitably protected hydroxy aryl bromide (e.g., as an acid-labile tetrahydropyranyl ether that can be deprotected selectively in the presence of an ester) is lithiated (e.g., n-BuLi) and reacted with cyclohexanone bis-tosylate 1 to give the corresponding cyclohexanol bis-tosylate 14. Base-mediated intramolecular reaction of the alcohol with a tosylate of 26 provides the oxabicyclo[2.2.2]tosylate 15 (same 2 steps as in Sche...